Dataset: the Open Reaction Database (ORD), a public repository of structured organic reaction records. Task: describe an organic reaction: reactants, conditions, products, and yield Starting materials: BrCC1=CC(=C(S1)CO)OC ((5-bromomethyl-3-methoxy-thiophen-2-yl)-methanol), N1C=NC=C1 (imidazole), C(C)(C)(C)[Si](C)(C)Cl (tert-butylchlorodimethylsilane). Solvent: ClCCl (dichloromethane). Run at time 1 hour. Product: BrCC1=CC(=C(S1)CO[Si](C)(C)C(C)(C)C)OC ([5-(Bromomethyl)-3-methoxy-2-thienyl]methoxy-tert-butyl-dimethyl-silane). The yield is 102.5%. Reaction SMILES: [Br:1][CH2:2][C:3]1[S:7][C:6]([CH2:8][OH:9])=[C:5]([O:10][CH3:11])[CH:4]=1.N1C=CN=C1.[C:17]([Si:21](Cl)([CH3:23])[CH3:22])([CH3:20])([CH3:19])[CH3:18]>ClCCl>[Br:1][CH2:2][C:3]1[S:7][C:6]([CH2:8][O:9][Si:21]([C:17]([CH3:20])([CH3:19])[CH3:18])([CH3:23])[CH3:22])=[C:5]([O:10][CH3:11])[CH:4]=1. Procedure: To a solution of (5-bromomethyl-3-methoxy-thiophen-2-yl)-methanol (0.6 g, 2.5 mmol) in anhydrous dichloromethane (10 mL) is added imidazole (0.516 g, 7.59 mmol) and tert-butylchlorodimethylsilane (0.412 g, 2.75 mmol) at 0° C. The reaction mixture is allowed to warm to room temperature and stirred for 1 hour. The reaction mixture is quenched with water and concentrated. The residue is dissolved in DCM, washed with water (25 mL) and brine (25 mL), dried over Na2SO4, filtered, and concentrated to g... Reactants: COc2ccc1cc(C(=O)N(C(C)C)C(C)C)ccc1c2 (substrate), C[Zn](C)(C)([Li])([Li])c1ccccc1 (effective_coupling_partner). Reagents/catalysts: PCy3. Reaction conditions: temperature 25 celsius, time 9 hour. The product is CC(C)N(C(=O)c3ccc2cc(c1ccccc1)ccc2c3)C(C)C. Starting materials: COc1ccc(CC(=O)Cl)cc1, CC(C)=O, CNC(=N)N, [Na+], [Na+], [Na+], O=S(=O)([O-])[O-], O=S(=O)([O-])[O-], [OH-]. Reaction SMILES: [CH3:20][O:21][c:22]1[cH:23][cH:24][c:25]([CH2:28][C:29](=[O:30])[Cl:31])[cH:26][cH:27]1.[CH3:32][C:33](=[O:34])[CH3:35].[CH3:3][NH:4][C:5]([NH2:6])=[NH:7].[Na+:13].[Na+:14].[Na+:2].[O-:15][S:16](=[O:17])(=[O:18])[O-:19].[O-:8][S:9](=[O:10])(=[O:11])[O-:12].[OH-:1]>>[CH3:3][NH:4][C:5](=[NH:6])[NH:7][C:29]([CH2:28][c:25]1[cH:24][cH:23][c:22]([O:21][CH3:20])[cH:27][cH:26]1)=[O:30].[ClH:31]. The product is CNC(=N)NC(=O)Cc1ccc(OC)cc1, Cl.